This data is from the Open Reaction Database (ORD), a public repository of structured organic reaction records. The task is: describe an organic reaction: reactants, conditions, products, and yield The reactants are c1ccc(CNCc2ccccc2)cc1, CO, c1ccc(OCC2CO2)cc1. Yields the product OC(COc1ccccc1)CN(Cc1ccccc1)Cc1ccccc1. As a reaction SMILES: [CH2:12]([c:13]1[cH:14][cH:15][cH:16][cH:17][cH:18]1)[NH:19][CH2:20][c:21]1[cH:22][cH:23][cH:24][cH:25][cH:26]1.[CH3:27][OH:28].[O:1]([c:2]1[cH:3][cH:4][cH:5][cH:6][cH:7]1)[CH2:8][CH:9]1[O:10][CH2:11]1>>[O:1]([c:2]1[cH:3][cH:4][cH:5][cH:6][cH:7]1)[CH2:8][CH:9]([OH:10])[CH2:11][N:19]([CH2:12][c:13]1[cH:14][cH:15][cH:16][cH:17][cH:18]1)[CH2:20][c:21]1[cH:22][cH:23][cH:24][cH:25][cH:26]1. The reactants are C(C)N1C2=C(N(C(C3=C1N=CC=C3)=O)C)C=CC=N2 (5,11-dihydro-11-ethyl-5-methyl-6H-dipyrido-[3,2-b:2'3'-e][1,4]diazepin-6-one), COC=1C=CC(=CC1)P2(=S)SP(=S)(S2)C=3C=CC(=CC3)OC (Lawesson's reagent). Solvent: C1(=CC=CC=C1)C (toluene). Product: C(C)N1C2=C(N(C(C3=C1N=CC=C3)=S)C)C=CC=N2 (5,11-dihydro-11-ethyl-5-methyl-6H-dipyrido[3,2-b:2', 3'-e][1,4]diazepin-6-thione). The yield is 162.8%. Reaction SMILES: [CH2:1]([N:3]1[C:9]2[N:10]=[CH:11][CH:12]=[CH:13][C:8]=2[C:7](=O)[N:6]([CH3:15])[C:5]2[CH:16]=[CH:17][CH:18]=[N:19][C:4]1=2)[CH3:2].COC1C=CC(P2(SP(C3C=CC(OC)=CC=3)(=S)S2)=[S:29])=CC=1>C1(C)C=CC=CC=1>[CH2:1]([N:3]1[C:9]2[N:10]=[CH:11][CH:12]=[CH:13][C:8]=2[C:7](=[S:29])[N:6]([CH3:15])[C:5]2[CH:16]=[CH:17][CH:18]=[N:19][C:4]1=2)[CH3:2]. Procedure: A mixture of 2.66 g (0.01 mol) of 5,11-dihydro-11-ethyl-5-methyl-6H-dipyrido-[3,2-b:2'3'-e][1,4]diazepin-6-one and 2.10 g (0.005 mol) of Lawesson's reagent (2,4-bis(4-methoxyphenyl)-1,3-dithia-2,4-diphosphetane-2,4-disulfide) in 50 ml of toluene was refluxed for 2 1/2 h. The solvent was then removed in vacuo and water was added to the residue. The product was extracted with ethyl acetate, dried (anhydrous sodium sulfate), and concentrated in vacuo. Purification was effected on a silica gel colum... The reactants are C1(CCC=2OC3=C(C21)C=CC=C3)=NO (2,3-dihydro-1H-cyclopent a[b]benzofuran-1-one oxime), polyphosphoric acid, O (Water). Yields the product C1(NCCC2=C1C1=C(O2)C=CC=C1)=O (3,4-Dihydrobenzofuro[3,2-c]pyridin-1(2H)-one). Reaction SMILES: [C:1]1(=[N:13]O)[C:8]2[C:7]3[CH:9]=[CH:10][CH:11]=[CH:12][C:6]=3[O:5][C:4]=2[CH2:3][CH2:2]1.[OH2:15]>>[C:1]1(=[O:15])[C:8]2[C:7]3[CH:9]=[CH:10][CH:11]=[CH:12][C:6]=3[O:5][C:4]=2[CH2:3][CH2:2][NH:13]1. Reported procedure: A mixture of 2,3-dihydro-1H-cyclopent a[b]benzofuran-1-one oxime (1.0g) and polyphosphoric acid (ca.2 ml) was heated at 110° for 5h. Water (100 ml) was added and the suspension was extracted with ethyl acetate (3×50 ml). The combined extracts were dried and evaporated to give a solid (ca.325 mg) which was purified by FCC eluting with System B (1:1) to give the title compound, m.p. 158°-161°. Starting materials: CC(O)c1cc(Cl)ccc1Br, CC(C)(C)OC(=O)N1CC=C(B2OC(C)(C)C(C)(C)O2)CC1, CN(C)C=O, c1ccc(P(c2ccccc2)(c2ccccc2)[Pd](P(c2ccccc2)(c2ccccc2)c2ccccc2)(P(c2ccccc2)(c2ccccc2)c2ccccc2)P(c2ccccc2)(c2ccccc2)c2ccccc2)cc1. Product: CC(O)c1cc(Cl)ccc1C1=CCN(C(=O)OC(C)(C)C)CC1. Reaction SMILES: [Br:23][c:24]1[c:25]([CH:31]([CH3:32])[OH:33])[cH:26][c:27]([Cl:30])[cH:28][cH:29]1.[CH3:1][C:2]1([CH3:3])[C:4]([CH3:5])([CH3:6])[O:7][B:8]([C:9]2=[CH:14][CH2:13][N:12]([C:15](=[O:16])[O:17][C:18]([CH3:19])([CH3:20])[CH3:21])[CH2:11][CH2:10]2)[O:22]1.[CH3:34][N:35]([CH3:36])[CH:37]=[O:38].[cH:39]1[cH:40][cH:41][c:42]([P:43]([Pd:44]([P:45]([c:46]2[cH:47][cH:48][cH:49][cH:50][cH:51]2)([c:52]2[cH:53][cH:54][cH:55][cH:56][cH:57]2)[c:58]2[cH:59][cH:60][cH:61][cH:62][cH:63]2)([P:64]([c:65]2[cH:66][cH:67][cH:68][cH:69][cH:70]2)([c:71]2[cH:72][cH:73][cH:74][cH:75][cH:76]2)[c:77]2[cH:78][cH:79][cH:80][cH:81][cH:82]2)[P:83]([c:84]2[cH:85][cH:86][cH:87][cH:88][cH:89]2)([c:90]2[cH:91][cH:92][cH:93][cH:94][cH:95]2)[c:96]2[cH:97][cH:98][cH:99][cH:100][cH:101]2)([c:102]2[cH:103][cH:104][cH:105][cH:106][cH:107]2)[c:108]2[cH:109][cH:110][cH:111][cH:112][cH:113]2)[cH:114][cH:115]1>>[C:9]1([c:24]2[c:25]([CH:31]([CH3:32])[OH:33])[cH:26][c:27]([Cl:30])[cH:28][cH:29]2)=[CH:14][CH2:13][N:12]([C:15](=[O:16])[O:17][C:18]([CH3:19])([CH3:20])[CH3:21])[CH2:11][CH2:10]1. Starting materials: FCCBr, O=C([O-])[O-], CN(C)C=O, [K+], [K+], Nc1nc(S)nc2c1nc(O)n2Cc1ccccc1. Yields the product Nc1nc(SCCF)nc2c1nc(O)n2Cc1ccccc1. As a reaction SMILES: [Br:26][CH2:27][CH2:28][F:29].[C:20](=[O:21])([O-:22])[O-:23].[CH3:30][N:31]([CH3:32])[CH:33]=[O:34].[K+:24].[K+:25].[NH2:1][c:2]1[c:3]2[n:4][c:5]([OH:19])[n:6]([CH2:12][c:13]3[cH:14][cH:15][cH:16][cH:17][cH:18]3)[c:7]2[n:8][c:9]([SH:11])[n:10]1>>[NH2:1][c:2]1[c:3]2[n:4][c:5]([OH:19])[n:6]([CH2:12][c:13]3[cH:14][cH:15][cH:16][cH:17][cH:18]3)[c:7]2[n:8][c:9]([S:11][CH2:27][CH2:28][F:29])[n:10]1. Starting materials: anhydride, anhydride, C1CCOC1 (THF), CN(C)C=O (DMF), carboxylic acid, carboxylic acid, N1=CNC2=C1C=CC=C2 (benzimidazole), diamino. Run in C(Cl)Cl (DCM). The product is CCN(C(C)C)C(C)C (DIPEA), amide. As a reaction SMILES: [N:1]1[C:5]2[CH:6]=CC=C[C:4]=2N[CH:2]=1.[CH2:10]1[CH2:14]OC[CH2:11]1.[CH3:15]N(C=O)C>C(Cl)Cl>[CH3:15][CH2:2][N:1]([CH:10]([CH3:14])[CH3:11])[CH:5]([CH3:6])[CH3:4]. Procedure details: The benzimidazole is formed by coupling the diamino compound with the appropriate carboxylic acid, preactivated carboxylic acid, mixed anhydride or anhydride in solvents such as THF, DMF or DCM and in the presence of a base such as TEA or DIPEA to form the corresponding amide. The amide is than treated with an acid at 40-80° C. for 2-24 hours.